Task: describe an organic reaction: reactants, conditions, products, and yield. Dataset: the Open Reaction Database (ORD), a public repository of structured organic reaction records The reactants are C1CCOC1, O=[N+]([O-])c1cc(C(F)(F)F)ccc1F, [H-], OCCN1CCCC1, [Na+]. The product is O=[N+]([O-])c1cc(C(F)(F)F)ccc1OCCN1CCCC1. As a reaction SMILES: [CH2:25]1[O:26][CH2:27][CH2:28][CH2:29]1.[F:11][c:12]1[c:13]([N+:22](=[O:23])[O-:24])[cH:14][c:15]([C:18]([F:19])([F:20])[F:21])[cH:16][cH:17]1.[H-:2].[N:3]1([CH2:8][CH2:9][OH:10])[CH2:4][CH2:5][CH2:6][CH2:7]1.[Na+:1]>>[N:3]1([CH2:8][CH2:9][O:10][c:12]2[c:13]([N+:22](=[O:23])[O-:24])[cH:14][c:15]([C:18]([F:19])([F:20])[F:21])[cH:16][cH:17]2)[CH2:4][CH2:5][CH2:6][CH2:7]1. The reactants are iii, N1(CCCC1)C1CCNCC1 (4-pyrrolidin-1-yl-piperidine), CC1=C(C(=O)O)C(=CC(=N1)C1=CC(=CC=C1)C(F)(F)F)C (2,4-dimethyl-6-(3-trifluoromethyl-phenyl)-nicotinic acid), acid chloride. The product is CC1=NC(=CC(=C1C(=O)N1CCC(CC1)N1CCCC1)C)C1=CC(=CC=C1)C(F)(F)F ([2,4-Dimethyl-6-(3-trifluoromethyl-phenyl)-pyridin-3-yl]-(4-pyrrolidin-1-yl-piperidin-1-yl)-methanone). Reaction SMILES: [CH3:1][C:2]1[N:10]=[C:9]([C:11]2[CH:16]=[CH:15][CH:14]=[C:13]([C:17]([F:20])([F:19])[F:18])[CH:12]=2)[CH:8]=[C:7]([CH3:21])[C:3]=1[C:4]([OH:6])=O.[N:22]1([CH:27]2[CH2:32][CH2:31][NH:30][CH2:29][CH2:28]2)[CH2:26][CH2:25][CH2:24][CH2:23]1>>[CH3:1][C:2]1[C:3]([C:4]([N:30]2[CH2:31][CH2:32][CH:27]([N:22]3[CH2:26][CH2:25][CH2:24][CH2:23]3)[CH2:28][CH2:29]2)=[O:6])=[C:7]([CH3:21])[CH:8]=[C:9]([C:11]2[CH:16]=[CH:15][CH:14]=[C:13]([C:17]([F:20])([F:19])[F:18])[CH:12]=2)[N:10]=1. Reported procedure: In analogy to the procedures described for example 1, for intermediate 5B and for intermediate 1, the title compound has been prepared by the following reaction sequence: i) 6-chloro-2,4-dimethyl-nicotinic acid ethyl ester [Zhou, Y.; Bridger, G. J.; Skerlj, R. T.; Bogucki, D.; Yang, W.; Bourque, E.; Langille, J.; Li, T.-S.; Metz, M. U.S. Pat. Appl. Publ. (2005), US 2005277668 A1] was reacted with 3-trifluoromethyl-phenyl boronic acid to give 2,4-dimethyl-6-(3-trifluoromethyl-phenyl)-nicotinic ac... Run at time 2 hour. Reactants: C(C)OC(=O)C=1NC(=NC1C)C1=CC=CC2=CC=CC=C12 (5-methyl-2-naphthalen-1-yl-3H-imidazole-4-carboxylic acid ethyl ester), CC(C)C[AlH]CC(C)C (DIBAL-H). Run in C1CCOC1 (THF). Yields the product CC1=C(NC(=N1)C1=CC=CC2=CC=CC=C12)CO ((5-methyl-2-naphthalen-1-yl-3H-imidazol-4-yl)-methanol). Reaction SMILES: C([O:3][C:4]([C:6]1[NH:7][C:8]([C:12]2[C:21]3[C:16](=[CH:17][CH:18]=[CH:19][CH:20]=3)[CH:15]=[CH:14][CH:13]=2)=[N:9][C:10]=1[CH3:11])=O)C.CC(C[AlH]CC(C)C)C>C1COCC1>[CH3:11][C:10]1[N:9]=[C:8]([C:12]2[C:21]3[C:16](=[CH:17][CH:18]=[CH:19][CH:20]=3)[CH:15]=[CH:14][CH:13]=2)[NH:7][C:6]=1[CH2:4][OH:3]. Procedure details: To a solution of 5-methyl-2-naphthalen-1-yl-3H-imidazole-4-carboxylic acid ethyl ester (280 mg) in THF (8 ml) is added DIBAL-H (3.3 ml, 1.5 M in toluene) at 0° C. The resulting solution is stirred at rt for 2 hr, and quenched with brine. The THF layer is separated and then evaporated. The residue is dissolved in EtOAc, washed with water and brine, dried and solvent evaporated to afford (5-methyl-2-naphthalen-1-yl-3H-imidazol-4-yl)-methanol. Reaction SMILES: [CH2:1]([O:8][C:9]1[CH:17]=[C:12]2[CH2:13][NH:14][CH2:15][CH2:16][N:11]2[N:10]=1)[C:2]1[CH:7]=[CH:6][CH:5]=[CH:4][CH:3]=1.[Br:18][CH2:19][C:20](Br)=[O:21]>C(Cl)Cl>[CH2:1]([O:8][C:9]1[CH:17]=[C:12]2[CH2:13][N:14]([C:20](=[O:21])[CH2:19][Br:18])[CH2:15][CH2:16][N:11]2[N:10]=1)[C:2]1[CH:3]=[CH:4][CH:5]=[CH:6][CH:7]=1. Solvent: C(Cl)Cl (DCM). Yields the product C(C1=CC=CC=C1)OC1=NN2C(CN(CC2)C(CBr)=O)=C1 (1-(2-benzyloxy-6,7-dihydro-4H-pyrazolo[1,5-a]pyrazin-5-yl)-2-bromo-ethanone). Procedure: A solution of 2-(benzyloxy)-4,5,6,7-tetrahydropyrazolo[1,5-a]pyrazine (0.02 g, 0.087 mmol) in a DCM (1 mL) was treated with bromoacetyl bromide (7.6 μL, 17.6 mg, 0.087 mmol) at 0° C. The solvents were evaporated in vacuo to yield 1-(2-benzyloxy-6,7-dihydro-4H-pyrazolo[1,5-a]pyrazin-5-yl)-2-bromo-ethanone as a white solid, that was used in the next step without further purification. Reactants: C(C1=CC=CC=C1)OC1=NN2C(CNCC2)=C1 (2-(benzyloxy)-4,5,6,7-tetrahydropyrazolo[1,5-a]pyrazine), BrCC(=O)Br (bromoacetyl bromide). The reactants are CCOC(=O)c1cnc(Nc2cc(OC)ccc2OC)[nH]c1=O, CC(=O)O, [Na+], [OH-], O. Yields the product COc1ccc(OC)c(Nc2ncc(C(=O)O)c(=O)[nH]2)c1. RXN SMILES: [CH3:1][O:2][c:3]1[c:4]([NH:5][c:6]2[nH:7][c:8](=[O:17])[c:9]([C:12](=[O:13])[O:14][CH2:15][CH3:16])[cH:10][n:11]2)[cH:18][c:19]([O:22][CH3:23])[cH:20][cH:21]1.[CH3:27][C:28](=[O:29])[OH:30].[Na+:25].[OH-:24].[OH2:26]>>[CH3:1][O:2][c:3]1[c:4]([NH:5][c:6]2[nH:7][c:8](=[O:17])[c:9]([C:12](=[O:13])[OH:14])[cH:10][n:11]2)[cH:18][c:19]([O:22][CH3:23])[cH:20][cH:21]1. The reactants are O=C1CCC(=O)N1Br, CN(C)C=O, O, c1ccc(COc2ccc3c(c2)OCO3)cc1. The product is Brc1cc2c(cc1OCc1ccccc1)OCO2. Reaction SMILES: [Br:1][N:2]1[C:3](=[O:4])[CH2:5][CH2:6][C:7]1=[O:8].[O:27]=[CH:28][N:29]([CH3:30])[CH3:31].[OH2:26].[c:9]1([CH2:15][O:16][c:17]2[cH:18][c:19]3[c:20]([cH:24][cH:25]2)[O:21][CH2:22][O:23]3)[cH:10][cH:11][cH:12][cH:13][cH:14]1>>[Br:1][c:25]1[c:17]([O:16][CH2:15][c:9]2[cH:10][cH:11][cH:12][cH:13][cH:14]2)[cH:18][c:19]2[c:20]([cH:24]1)[O:21][CH2:22][O:23]2. The reactants are ClC1=CC=C(C=C1)C[C@H](C(=O)N1CCC(CC1)C1=C(C=CC=C1)NS(=O)(=O)C)NC(=O)[C@@H]1C[C@@H](CC1)NC(=O)OC(C)(C)C (N-[(1R)-1-[(4-chlorophenyl)methyl]-2-(4-{2-[(methylsulfonyl)-amino]phenyl}-piperidyl)-2-oxoethyl]{(1S,3R)-3-[(tert-butoxy)carbonylamino]-cyclopentyl}-carboxamide), C(=O)(C(F)(F)F)O (TFA). Run in C(Cl)Cl (CH2Cl2). Reaction conditions: time 30 minute. The product is ClC1=CC=C(C=C1)C[C@H](C(=O)N1CCC(CC1)C1=C(C=CC=C1)NS(=O)(=O)C)NC(=O)[C@@H]1C[C@@H](CC1)N (N-[(1R)-1-[(4-Chlorophenyl)methyl]-2-(4-{2-[(methylsulfonyl)amino]phenyl}-piperidyl)-2-oxoethyl]((1S,3R)-3-aminocyclopentyl)carboxamide). Reaction SMILES: [Cl:1][C:2]1[CH:7]=[CH:6][C:5]([CH2:8][C@@H:9]([NH:29][C:30]([C@H:32]2[CH2:36][CH2:35][C@@H:34]([NH:37]C(OC(C)(C)C)=O)[CH2:33]2)=[O:31])[C:10]([N:12]2[CH2:17][CH2:16][CH:15]([C:18]3[CH:23]=[CH:22][CH:21]=[CH:20][C:19]=3[NH:24][S:25]([CH3:28])(=[O:27])=[O:26])[CH2:14][CH2:13]2)=[O:11])=[CH:4][CH:3]=1.C(O)(C(F)(F)F)=O>C(Cl)Cl>[Cl:1][C:2]1[CH:3]=[CH:4][C:5]([CH2:8][C@@H:9]([NH:29][C:30]([C@H:32]2[CH2:36][CH2:35][C@@H:34]([NH2:37])[CH2:33]2)=[O:31])[C:10]([N:12]2[CH2:17][CH2:16][CH:15]([C:18]3[CH:23]=[CH:22][CH:21]=[CH:20][C:19]=3[NH:24][S:25]([CH3:28])(=[O:27])=[O:26])[CH2:14][CH2:13]2)=[O:11])=[CH:6][CH:7]=1. Reported procedure: The title compound was prepared according to the procedure described in Example 3 Step (b) from N-[(1R)-1-[(4-chlorophenyl)methyl]-2-(4-{2-[(methylsulfonyl)-amino]phenyl}-piperidyl)-2-oxoethyl]{(1S,3R)-3-[(tert-butoxy)carbonylamino]-cyclopentyl}-carboxamide (Step a) (323 mg, 0.5 mmol) and a 50% soln of TFA in CH2Cl2 (20 mL). Purification by preparative HPLC [Phenomenex; 5 μm 250×21.2 mm, 5% to 95% CH3CN (0.1% TFA) in H2O (0.1% TFA) over 30 min, then 100% CH3CN (0.1% TFA) for 2 min]provided the t... Conditions: temperature 90 celsius. Run in C1(=CC=CC=C1)C (toluene). Procedure details: 5-Bromo-6-chloro-3-pyridinecarboxylic acid methyl ester (42.2 g, 0.169 mol, CA 78686-77-8) was dissolved in toluene (840 mL). To this solution was added with stirring [1,1′-bis(diphenylphosphino)ferrocene]dichloropalladium(II) CH2Cl2 (6.9 g, 8.4 mmol), 4-chlorophenylboronic acid (27.2 g, 0.169 mol) and sodium carbonate solution (2M, 170 mL). This mixture was heated to 90° C. for 1 h and cooled to room temperature. Water (400 mL) was added, the phases were separated and the water mixture was extr... The yield is 64.8%. Reagents/catalysts: C1=CC=C(C=C1)P([C-]2C=CC=C2)C3=CC=CC=C3.C1=CC=C(C=C1)P([C-]2C=CC=C2)C3=CC=CC=C3.Cl[Pd]Cl.[Fe+2].C(Cl)Cl ([1,1′-bis(diphenylphosphino)ferrocene]dichloropalladium(II) CH2Cl2). Product: COC(C1=CN=C(C(=C1)C1=CC=C(C=C1)Cl)Cl)=O (6-Chloro-5-(4-chloro-phenyl)-Nicotinic Acid Methyl Ester). As a reaction SMILES: [CH3:1][O:2][C:3]([C:5]1[CH:6]=[N:7][C:8]([Cl:12])=[C:9](Br)[CH:10]=1)=[O:4].[Cl:13][C:14]1[CH:19]=[CH:18][C:17](B(O)O)=[CH:16][CH:15]=1.C(=O)([O-])[O-].[Na+].[Na+].O>C1(C)C=CC=CC=1.C1C=CC(P(C2C=CC=CC=2)[C-]2C=CC=C2)=CC=1.C1C=CC(P(C2C=CC=CC=2)[C-]2C=CC=C2)=CC=1.Cl[Pd]Cl.[Fe+2].C(Cl)Cl>[CH3:1][O:2][C:3](=[O:4])[C:5]1[CH:10]=[C:9]([C:17]2[CH:18]=[CH:19][C:14]([Cl:13])=[CH:15][CH:16]=2)[C:8]([Cl:12])=[N:7][CH:6]=1 |f:2.3.4,7.8.9.10.11|. The reactants are O (Water), COC(=O)C=1C=NC(=C(C1)Br)Cl (5-Bromo-6-chloro-3-pyridinecarboxylic acid methyl ester), ClC1=CC=C(C=C1)B(O)O (4-chlorophenylboronic acid), C([O-])([O-])=O.[Na+].[Na+] (sodium carbonate).